From a dataset of the Open Reaction Database (ORD), a public repository of structured organic reaction records. describe an organic reaction: reactants, conditions, products, and yield Starting materials: CC#N, CN, Cc1ccc(CCl)cn1. The product is CNCc1ccc(C)nc1. RXN SMILES: [CH3:12][C:13]#[N:14].[CH3:1][NH2:2].[CH3:3][c:4]1[cH:5][cH:6][c:7]([CH2:10][Cl:11])[cH:8][n:9]1>>[CH3:1][NH:2][CH2:10][c:7]1[cH:6][cH:5][c:4]([CH3:3])[n:9][cH:8]1. Reactants: C1(=CC=C(C=C1)S(=O)(=O)Cl)C (p-toluenesulfonyl chloride), C(C1=CC=CC=C1)OCC(CO)CO (2-benzyloxymethyl-propane-1,3-diol), C(CCC)[Li] (n-butyllithium), CCCCCC (hexane), CC(C)([O-])C.[K+] (potassium tert-butoxide). Solvent: O (water), O1CCCC1 (tetrahydrofuran), O1CCCC1 (tetrahydrofuran), O (water). Reaction conditions: temperature 25 celsius, time 20 minute. Product: C(C1=CC=CC=C1)OCC1COC1 (3-benzyloxymethyl-oxetane). Yield: 50.7%. RXN SMILES: [CH2:1]([O:8][CH2:9][CH:10]([CH2:13][OH:14])[CH2:11]O)[C:2]1[CH:7]=[CH:6][CH:5]=[CH:4][CH:3]=1.C([Li])CCC.CCCCCC.C1(C)C=CC(S(Cl)(=O)=O)=CC=1.CC(C)([O-])C.[K+]>O1CCCC1.O>[CH2:1]([O:8][CH2:9][CH:10]1[CH2:11][O:14][CH2:13]1)[C:2]1[CH:3]=[CH:4][CH:5]=[CH:6][CH:7]=1 |f:4.5|. Reported procedure: To a solution of 2-benzyloxymethyl-propane-1,3-diol (4.39 g, 22.36 mmol) in tetrahydrofuran (60 ml) stirred at −5° C., was added n-butyllithium in hexane (2.5 M, 11.18 ml, 27.96 mmol) and after 20 min, a solution of p-toluenesulfonyl chloride (5.12 g, 26.85 mmol) in tetrahydrofuran (20 ml) was added. The reaction was allowed to warm to 25° C. and then stirred for 2 h. To this solution was added water slowly and then extracted with ethyl acetate. The organics were dried over magnesium sulfate, fi... The reactants are C(C)(=O)CCNC1=C(C=C(C=C1)C=1C=C(C=CC1CCCBr)C1=CC=C(C=C1)C(=O)OCC)C(C)(C)C (ethyl 4″-(acetylethylamino)-4′-(3-bromopropyl)-3″-tert-butyl[1,1′;3′,1″]terphenyl-4-carboxylate), C1(CC1)N (cyclopropylamine). The product is C(C)(=O)CCNC1=C(C=C(C=C1)C=1C=C(C=CC1CCCNC1CC1)C1=CC=C(C=C1)C(=O)OCC)C(C)(C)C (ethyl 4″-(acetylethylamino)-3″-tert-butyl-4′-(3-cyclopropylaminopropyl)-[1,1′;3′,1″]terphenyl-4-carboxylate). The yield is 57.4%. RXN SMILES: [C:1]([CH2:4][CH2:5][NH:6][C:7]1[CH:12]=[CH:11][C:10]([C:13]2[CH:14]=[C:15]([C:23]3[CH:28]=[CH:27][C:26]([C:29]([O:31][CH2:32][CH3:33])=[O:30])=[CH:25][CH:24]=3)[CH:16]=[CH:17][C:18]=2[CH2:19][CH2:20][CH2:21]Br)=[CH:9][C:8]=1[C:34]([CH3:37])([CH3:36])[CH3:35])(=[O:3])[CH3:2].[CH:38]1([NH2:41])[CH2:40][CH2:39]1>>[C:1]([CH2:4][CH2:5][NH:6][C:7]1[CH:12]=[CH:11][C:10]([C:13]2[CH:14]=[C:15]([C:23]3[CH:28]=[CH:27][C:26]([C:29]([O:31][CH2:32][CH3:33])=[O:30])=[CH:25][CH:24]=3)[CH:16]=[CH:17][C:18]=2[CH2:19][CH2:20][CH2:21][NH:41][CH:38]2[CH2:40][CH2:39]2)=[CH:9][C:8]=1[C:34]([CH3:37])([CH3:36])[CH3:35])(=[O:3])[CH3:2]. Reported procedure: In a manner similar to that of Example 38b, by reacting 490 mg of ethyl 4″-(acetylethylamino)-4′-(3-bromopropyl)-3″-tert-butyl[1,1′;3′,1″]terphenyl-4-carboxylate (0.87 mmol) with 0.6 mL of cyclopropylamine (9 mmol). 270 mg of ethyl 4″-(acetylethylamino)-3″-tert-butyl-4′-(3-cyclopropylaminopropyl)-[1,1′;3′,1″]terphenyl-4-carboxylate are obtained (yield=57%) in the form of an orange-colored oil. The reactants are Cc1c(Br)c(F)c2oc(N(C)C)nc2c1C#N, CC(C)(C)C1=C(O)C(C)(C(C)(C)C)CC=C1, C=C(OCC)[Sn](CCCC)(CCCC)CCCC, Cc1ccccc1, Cl[Pd]Cl, c1ccc(P(c2ccccc2)c2ccccc2)cc1, c1ccc(P(c2ccccc2)c2ccccc2)cc1. Product: C=C(OCC)c1c(C)c(C#N)c2nc(N(C)C)oc2c1F. Reaction SMILES: [Br:1][c:2]1[c:3]([F:17])[c:4]2[c:5]([n:6][c:7]([N:9]([CH3:10])[CH3:11])[o:8]2)[c:12]([C:15]#[N:16])[c:13]1[CH3:14].[C:36]([C:37]1([CH3:38])[C:39]([OH:40])=[C:41]([C:42]([CH3:43])([CH3:44])[CH3:45])[CH:46]=[CH:47][CH2:48]1)([CH3:49])([CH3:50])[CH3:51].[CH2:18]([Sn:19]([CH2:20][CH2:21][CH2:22][CH3:28])([C:23](=[CH2:24])[O:25][CH2:26][CH3:27])[CH2:29][CH2:30][CH2:31][CH3:32])[CH2:33][CH2:34][CH3:35].[CH3:52][c:53]1[cH:54][cH:55][cH:56][cH:57][cH:58]1.[Pd:59]([Cl:60])[Cl:61].[c:62]1([P:63]([c:64]2[cH:65][cH:66][cH:67][cH:68][cH:69]2)[c:70]2[cH:71][cH:72][cH:73][cH:74][cH:75]2)[cH:76][cH:77][cH:78][cH:79][cH:80]1.[c:81]1([P:82]([c:83]2[cH:84][cH:85][cH:86][cH:87][cH:88]2)[c:89]2[cH:90][cH:91][cH:92][cH:93][cH:94]2)[cH:95][cH:96][cH:97][cH:98][cH:99]1>>[c:2]1([C:23](=[CH2:24])[O:25][CH2:26][CH3:27])[c:3]([F:17])[c:4]2[c:5]([n:6][c:7]([N:9]([CH3:10])[CH3:11])[o:8]2)[c:12]([C:15]#[N:16])[c:13]1[CH3:14]. Reactants: C1(=CC=CC=C1)COC([C@H](CCO)NC(=O)OC(C)(C)C)=O ((2S)-2-[[(1,1-dimethylethoxy)carbonyl]amino]-4-hydroxy-butanoic acid phenylmethyl ester), C1=CC=C(C=C1)P(C2=CC=CC=C2)C3=CC=CC=C3 (PPh3), N1C=NC=C1 (imidazole), II (iodine). Solvent: C(Cl)Cl (CH2Cl2), C(Cl)Cl (CH2Cl2). Reaction conditions: time 5 minute. Product: C1(=CC=CC=C1)COC([C@H](CCI)NC(=O)OC(C)(C)C)=O ((2S)-2-[[(1,1-dimethylethoxy)carbonyl]amino]-4-iodo-butanoic acid phenylmethyl ester). Isolated yield 57.7%. Reaction SMILES: C1C=CC(P(C2C=CC=CC=2)C2C=CC=CC=2)=CC=1.N1C=CN=C1.[I:25]I.[C:27]1([CH2:33][O:34][C:35](=[O:48])[C@@H:36]([NH:40][C:41]([O:43][C:44]([CH3:47])([CH3:46])[CH3:45])=[O:42])[CH2:37][CH2:38]O)[CH:32]=[CH:31][CH:30]=[CH:29][CH:28]=1>C(Cl)Cl>[C:27]1([CH2:33][O:34][C:35](=[O:48])[C@@H:36]([NH:40][C:41]([O:43][C:44]([CH3:47])([CH3:46])[CH3:45])=[O:42])[CH2:37][CH2:38][I:25])[CH:32]=[CH:31][CH:30]=[CH:29][CH:28]=1. Procedure: To a mixture of PPh3 (4.19 g, 16 mmol) and imidazole (1.09 g, 16 mmol) in anhydrous CH2Cl2 (40 mL) was added slowly iodine (4.07 g, 16 mmol) at rt. After 5 min, a solution of (2S)-2-[[(1,1-dimethylethoxy)carbonyl]amino]-4-hydroxy-butanoic acid phenylmethyl ester (4.12 g, 13.3 mmol) in CH2Cl2 (20 mL) was added at 0° C. After 2 h at rt, the reaction mixture was filtered through a short silica gel column. The filtrate was concentrated in vacuo, and the resulting residue was purified by flash chroma... Reactants: NCCN1CC2=CC=CC=C2C2(C1)OC1=C(C2)C=CC=C1 (2'-(2-aminoethyl)spiro[benzofuran-2(3H),4'(2'H)-isoquinoline]), S(=O)(=O)(O)O.CSC(N)=N (2-methyl-2-thiopseudourea sulfate). The solvent is C(C)O (ethanol), O (water), CCOCC (ether). Yields the product S(=O)(=O)(O)O.N(C(=N)N)CCN1CC2=CC=CC=C2C2(C1)OC1=C(C2)C=CC=C1.N(C(=N)N)CCN1CC2=CC=CC=C2C2(C1)OC1=C(C2)C=CC=C1 (2'-(2-Guanidinoethyl)spiro[benzofuran-2(3H),4'(2'H)-isoquinoline] hemisulfate). Isolated yield 112.6%. As a reaction SMILES: [NH2:1][CH2:2][CH2:3][N:4]1[CH2:13][C:12]2([CH2:17][C:16]3[CH:18]=[CH:19][CH:20]=[CH:21][C:15]=3[O:14]2)[C:11]2[C:6](=[CH:7][CH:8]=[CH:9][CH:10]=2)[CH2:5]1.[S:22]([OH:26])([OH:25])(=[O:24])=[O:23].CS[C:29](=[NH:31])[NH2:30]>C(O)C.O.CCOCC>[S:22]([OH:26])([OH:25])(=[O:24])=[O:23].[NH:1]([CH2:2][CH2:3][N:4]1[CH2:13][C:12]2([CH2:17][C:16]3[CH:18]=[CH:19][CH:20]=[CH:21][C:15]=3[O:14]2)[C:11]2[C:6](=[CH:7][CH:8]=[CH:9][CH:10]=2)[CH2:5]1)[C:29]([NH2:31])=[NH:30].[NH:1]([CH2:2][CH2:3][N:4]1[CH2:13][C:12]2([CH2:17][C:16]3[CH:18]=[CH:19][CH:20]=[CH:21][C:15]=3[O:14]2)[C:11]2[C:6](=[CH:7][CH:8]=[CH:9][CH:10]=2)[CH2:5]1)[C:29]([NH2:31])=[NH:30] |f:1.2,6.7.8|. Procedure details: To a solution of 2'-(2-aminoethyl)spiro[benzofuran-2(3H),4'(2'H)-isoquinoline] (3.6 g) in ethanol (15 ml) is added a solution of 2-methyl-2-thiopseudourea sulfate (1.8 g) in water (25 ml). After stirring at reflux (110°) for 20 hours, the mixture is cooled and diluted with ether (100 ml). The resultant precipitate is collected, washed with ether and dried to yield product (4.0 g, 83%). Recrystallization from methanol/ether yields the analytical sample as an off-white solid, mp 234°-239° (dec.). Reactants: CCCCC[C@@H](/C=C/[C@H]1[C@@H](C[C@@H]([C@@H]1C/C=C\CCCC(=O)O)O)O)O (PGF2α), C=1(C(=CC=CC1)C)C (xylene). Product: CCCCC[C@@](C)(/C=C/[C@H]1[C@H](C[C@@H]([C@@H]1C/C=C\CCCC(=O)O)O)O)O ((15S)-15-methyl PGF2α), 1,15-lactone. As a reaction SMILES: [CH3:1][CH2:2][CH2:3][CH2:4][CH2:5][C@H:6]([OH:25])/[CH:7]=[CH:8]/[C@@H:9]1[C@@H:13]([CH2:14]/[CH:15]=[CH:16]\[CH2:17][CH2:18][CH2:19][C:20]([OH:22])=[O:21])[C@@H:12]([OH:23])[CH2:11][C@H:10]1[OH:24].[C:26]1(C)C(C)=CC=CC=1>>[CH3:1][CH2:2][CH2:3][CH2:4][CH2:5][C@:6]([OH:25])(/[CH:7]=[CH:8]/[C@@H:9]1[C@@H:13]([CH2:14]/[CH:15]=[CH:16]\[CH2:17][CH2:18][CH2:19][C:20]([OH:22])=[O:21])[C@@H:12]([OH:23])[CH2:11][C@@H:10]1[OH:24])[CH3:26]. Procedure: Following the procedure of example 1 but substituting (15S) 15-methyl PGF2α for PGF2α and extending the reaction time in refluxing xylene from 24 hours to 48 hours there is produced crude (15S)-15-methyl PGF2α, 1,15-lactone. The crude lactone is purified by repeated chromatography and, further, if desired, by TLC purification to afford in low yield (15S)-15-methyl-PGF2α, 1,15-lactone in essentially pure form. The reactants are FC(C=1C=C(OC2=NC=CC=3C(=CC=CC23)N)C=CC1)(F)F (1-(3-(trifluoromethyl)phenoxy)isoquinolin-5-amine), CCN(C(C)C)C(C)C (DIPEA), ClC1=C(C(=O)O)C=C(C=C1)CNC(C(C)(C)C)=O (2-chloro-5-(pivalamidomethyl)benzoic acid), C(C(=O)Cl)(=O)Cl (oxalyl chloride). The reagents and catalysts are CN(C)C=O (DMF). The solvent is C(Cl)Cl (CH2Cl2). The product is ClC1=C(C(=O)NC2=C3C=CN=C(C3=CC=C2)OC2=CC(=CC=C2)C(F)(F)F)C=C(C=C1)CNC(C(C)(C)C)=O (2-Chloro-5-(pivalamidomethyl)-N-(1-(3-(trifluoromethyl)phenoxy)isoquinolin-5-yl)benzamide). The yield is 16.9%. As a reaction SMILES: [F:1][C:2]([F:22])([F:21])[C:3]1[CH:4]=[C:5]([CH:18]=[CH:19][CH:20]=1)[O:6][C:7]1[C:16]2[CH:15]=[CH:14][CH:13]=[C:12]([NH2:17])[C:11]=2[CH:10]=[CH:9][N:8]=1.[Cl:23][C:24]1[CH:32]=[CH:31][C:30]([CH2:33][NH:34][C:35](=[O:40])[C:36]([CH3:39])([CH3:38])[CH3:37])=[CH:29][C:25]=1[C:26](O)=[O:27].C(Cl)(=O)C(Cl)=O.CCN(C(C)C)C(C)C>CN(C=O)C.C(Cl)Cl>[Cl:23][C:24]1[CH:32]=[CH:31][C:30]([CH2:33][NH:34][C:35](=[O:40])[C:36]([CH3:38])([CH3:37])[CH3:39])=[CH:29][C:25]=1[C:26]([NH:17][C:12]1[CH:13]=[CH:14][CH:15]=[C:16]2[C:11]=1[CH:10]=[CH:9][N:8]=[C:7]2[O:6][C:5]1[CH:18]=[CH:19][CH:20]=[C:3]([C:2]([F:1])([F:21])[F:22])[CH:4]=1)=[O:27]. Procedure details: The title compound was prepared following the procedure described in Example-1 using 1-(3-(trifluoromethyl)phenoxy)isoquinolin-5-amine (Intermediate-6, 100 mg, 0.329 mmol), 2-chloro-5-(pivalamidomethyl)benzoic acid (Intermediate-5, 133 mg, 0.493 mmol), oxalyl chloride (87 mg, 0.69 mmol), DMF (1 drop) and DIPEA (129 mg, 1.00 mmol) in CH2Cl2 (5 mL) to afford 31 mg of the title product. 1H NMR (300 MHz, DMSO-d6): δ 10.76 (s, 1H), 8.32 (d, J=8.4 Hz, 1H), 8.22 (br t, 1H), 8.08 (d, J=7.2 Hz, 1H), 7.98...